This data is from the Open Reaction Database (ORD), a public repository of structured organic reaction records. The task is: describe an organic reaction: reactants, conditions, products, and yield Reactants: BrC1=CC=C(C=C1)O (4-bromophenol). The solvent is C(Cl)Cl.CCCCCC (methylene chloride hexane). Yields the product BrC1=CC=C(OCCCBr)C=C1 (3-(4-bromophenoxy)-1-bromopropane). RXN SMILES: [Br:1][C:2]1[CH:7]=[CH:6][C:5]([OH:8])=[CH:4][CH:3]=1>C(Cl)Cl.CCCCCC>[Br:1][C:2]1[CH:7]=[CH:6][C:5]([O:8][CH2:4][CH2:3][CH2:2][Br:1])=[CH:4][CH:3]=1 |f:1.2|. Reported procedure: The title compound was prepared and worked up by the method of Example 6 using 4-bromophenol in place of 3,4-dichlorophenol. After chromatography the title compound (3.45 g) was found to be homogeneous by thin layer chromatography (10% by volume of methylene chloride/hexane on silica gel plates).